This data is from the Open Reaction Database (ORD), a public repository of structured organic reaction records. The task is: describe an organic reaction: reactants, conditions, products, and yield Reactants: C1CCOC1, CCCCCC, CC1=Cc2c(C)ccc(C)c2C1, [Li]CCCC. The product is [Li]C1C(C)=Cc2c(C)ccc(C)c21. RXN SMILES: [CH2:24]1[O:25][CH2:26][CH2:27][CH2:28]1.[CH3:18][CH2:19][CH2:20][CH2:21][CH2:22][CH3:23].[CH3:1][C:2]1=[CH:10][c:9]2[c:4]([c:5]([CH3:12])[cH:6][cH:7][c:8]2[CH3:11])[CH2:3]1.[Li:13][CH2:14][CH2:15][CH2:16][CH3:17]>>[CH3:1][C:2]1=[CH:3][c:4]2[c:5]([CH3:12])[cH:6][cH:7][c:8]([CH3:11])[c:9]2[CH:10]1[Li:13]. Reactants: CN(C)C=O, NC1CCCCC1Cl, Cl, [H-], [H][H], [Na+], O, S=c1[nH]c2ccccc2cc1-c1ccccc1. Product: Cl, NC1CCCCC1Sc1nc2ccccc2cc1-c1ccccc1. Reaction SMILES: [CH3:31][N:32]([CH3:33])[CH:34]=[O:35].[Cl:23][CH:24]1[CH:25]([NH2:30])[CH2:26][CH2:27][CH2:28][CH2:29]1.[ClH:22].[H-:1].[H:20][H:21].[Na+:2].[OH2:36].[c:3]1(-[c:9]2[c:10](=[S:19])[nH:11][c:12]3[cH:13][cH:14][cH:15][cH:16][c:17]3[cH:18]2)[cH:4][cH:5][cH:6][cH:7][cH:8]1>>[ClH:23].[c:3]1(-[c:9]2[c:10]([S:19][CH:24]3[CH:25]([NH2:30])[CH2:26][CH2:27][CH2:28][CH2:29]3)[n:11][c:12]3[cH:13][cH:14][cH:15][cH:16][c:17]3[cH:18]2)[cH:4][cH:5][cH:6][cH:7][cH:8]1.